Dataset: the Open Reaction Database (ORD), a public repository of structured organic reaction records. Task: describe an organic reaction: reactants, conditions, products, and yield Reactants: COC(=O)C(CC1CCCCC1)N1CC(Oc2ccccc2OC(C)C)=CC1=O, [Li+], C1CCOC1, [OH-], O. Product: CC(C)Oc1ccccc1OC1=CC(=O)N(C(CC2CCCCC2)C(=O)O)C1. Reaction SMILES: [CH3:1][O:2][C:3]([CH:4]([CH2:5][CH:6]1[CH2:7][CH2:8][CH2:9][CH2:10][CH2:11]1)[N:12]1[C:13](=[O:28])[CH:14]=[C:15]([O:17][c:18]2[c:19]([O:24][CH:25]([CH3:26])[CH3:27])[cH:20][cH:21][cH:22][cH:23]2)[CH2:16]1)=[O:29].[Li+:30].[O:33]1[CH2:34][CH2:35][CH2:36][CH2:37]1.[OH-:31].[OH2:32]>>[O:2]=[C:3]([CH:4]([CH2:5][CH:6]1[CH2:7][CH2:8][CH2:9][CH2:10][CH2:11]1)[N:12]1[C:13](=[O:28])[CH:14]=[C:15]([O:17][c:18]2[c:19]([O:24][CH:25]([CH3:26])[CH3:27])[cH:20][cH:21][cH:22][cH:23]2)[CH2:16]1)[OH:29]. The reactants are O (water), O1CCN(CC1)C=1C(=NC2=CC=C(C=C2C1)B1OC(C(O1)(C)C)(C)C)N (3-morpholino-6-(4,4,5,5-tetramethyl-1,3,2-dioxaborolan-2-yl)quinolin-2-amine), ClC=1C(=NN(C1)C1=C(C(=CC=C1)C)I)C (4-chloro-1-(2-iodo-3-methylphenyl)-3-methyl-1H-pyrazole), C([O-])([O-])=O.[Na+].[Na+] (sodium carbonate). Reagents/catalysts: C=1C=CC(=CC1)[P](C=2C=CC=CC2)(C=3C=CC=CC3)[Pd]([P](C=4C=CC=CC4)(C=5C=CC=CC5)C=6C=CC=CC6)([P](C=7C=CC=CC7)(C=8C=CC=CC8)C=9C=CC=CC9)[P](C=1C=CC=CC1)(C=1C=CC=CC1)C=1C=CC=CC1 (Pd (PPh3)4). Solvent: O1CCOCC1 (dioxane). Reaction conditions: temperature 140 celsius. The product is ClC=1C(=NN(C1)C1=C(C(=CC=C1)C)C=1C=C2C=C(C(=NC2=CC1)N)N1CCOCC1)C (6-(2-(4-chloro-3-methyl-1H-pyrazol-1-yl)-6-methylphenyl)-3-morpholinoquinolin-2-amine). Reaction SMILES: [O:1]1[CH2:6][CH2:5][N:4]([C:7]2[C:8]([NH2:26])=[N:9][C:10]3[C:15]([CH:16]=2)=[CH:14][C:13](B2OC(C)(C)C(C)(C)O2)=[CH:12][CH:11]=3)[CH2:3][CH2:2]1.[Cl:27][C:28]1[C:29]([CH3:41])=[N:30][N:31]([C:33]2[CH:38]=[CH:37][CH:36]=[C:35]([CH3:39])[C:34]=2I)[CH:32]=1.C(=O)([O-])[O-].[Na+].[Na+].O>O1CCOCC1.C1C=CC([P]([Pd]([P](C2C=CC=CC=2)(C2C=CC=CC=2)C2C=CC=CC=2)([P](C2C=CC=CC=2)(C2C=CC=CC=2)C2C=CC=CC=2)[P](C2C=CC=CC=2)(C2C=CC=CC=2)C2C=CC=CC=2)(C2C=CC=CC=2)C2C=CC=CC=2)=CC=1>[Cl:27][C:28]1[C:29]([CH3:41])=[N:30][N:31]([C:33]2[CH:38]=[CH:37][CH:36]=[C:35]([CH3:39])[C:34]=2[C:13]2[CH:14]=[C:15]3[C:10](=[CH:11][CH:12]=2)[N:9]=[C:8]([NH2:26])[C:7]([N:4]2[CH2:3][CH2:2][O:1][CH2:6][CH2:5]2)=[CH:16]3)[CH:32]=1 |f:2.3.4,^1:58,60,79,98|. Reported procedure: A glass microwave reaction vessel was charged with 3-morpholino-6-(4,4,5,5-tetramethyl-1,3,2-dioxaborolan-2-yl)quinolin-2-amine (0.150 g, 0.422 mmol, prepared as in Example 2, Step 1-2) and 4-chloro-1-(2-iodo-3-methylphenyl)-3-methyl-1H-pyrazole (0.281 g, 0.845 mmol) in dioxane (3 mL) and 2 M aqueous sodium carbonate (1.0 mL, 2.0 mmol). The vessel was capped with a septum and the solution was degassed by bubbling nitrogen gas through the solution for 10 min. Next, Pd (PPh3)4 (0.049 g, 0.042 mmol... Reactants: C(C)(=O)OC=1C=C(C2=C(C(OC[C@@H](C(N[C@@H](CSC2)C(=O)OC)=O)NC(=O)OC(C)(C)C)=O)C1C)OC(C)=O (t-butyl (4R,7S)-12,14-diacetoxy-1,3,4,5,6,7,8,10-octahydro-4-methoxycarbonyl-11-methyl-6,10-dioxo-9,2,5-benzoxathiaazacyclododecine-7-carbamate), C([O-])([O-])=O.[K+].[K+] (potassium carbonate). Run in C(C)(=O)OCC (ethyl acetate), CO (methanol). Run at time 30 minute. Yields the product OC=1C=C(C2=C(C(OC[C@@H](C(N[C@@H](CSC2)C(=O)OC)=O)NC(=O)OC(C)(C)C)=O)C1C)O (t-butyl (4R,7S)-1,3,4,5,6,7, 8,10-octahydro-12,14-dihydroxy-4-methoxycarbonyl-11-methyl-6,10-dioxo -9,2,5-benzoxathiaazacyclododecine-7-carbamate). As a reaction SMILES: C([O:4][C:5]1[CH:6]=[C:7]([O:36]C(=O)C)[C:8]2[CH2:19][S:18][CH2:17][C@@H:16]([C:20]([O:22][CH3:23])=[O:21])[NH:15][C:14](=[O:24])[C@@H:13]([NH:25][C:26]([O:28][C:29]([CH3:32])([CH3:31])[CH3:30])=[O:27])[CH2:12][O:11][C:10](=[O:33])[C:9]=2[C:34]=1[CH3:35])(=O)C.C(=O)([O-])[O-].[K+].[K+]>CO.C(OCC)(=O)C>[OH:4][C:5]1[CH:6]=[C:7]([OH:36])[C:8]2[CH2:19][S:18][CH2:17][C@@H:16]([C:20]([O:22][CH3:23])=[O:21])[NH:15][C:14](=[O:24])[C@@H:13]([NH:25][C:26]([O:28][C:29]([CH3:30])([CH3:31])[CH3:32])=[O:27])[CH2:12][O:11][C:10](=[O:33])[C:9]=2[C:34]=1[CH3:35] |f:1.2.3|. Reported procedure: To a solution of 32 mg of t-butyl (4R,7S)-12,14-diacetoxy-1,3,4,5,6,7,8,10-octahydro-4-methoxycarbonyl-11-methyl-6,10-dioxo-9,2,5-benzoxathiaazacyclododecine-7-carbamate in 3 ml of methanol were added 15 mg of potassium carbonate. After stirring for 30 minutes at room temperature the reaction mixture was diluted with ethyl acetate and washed consecutively with 0.1M pH 7 aqueous sodium phosphate buffer and with brine. The organic layer was dried over sodium sulfate and evaporated in vacuo. The re... The reactants are O=[N+]([O-])c1ccccc1OCCCNc1nc(Cl)ncc1Br, C1CCOC1, CCOC(C)=O, Cl, [Na+], [OH-]. The product is Nc1ccccc1OCCCNc1nc(Cl)ncc1Br. Reaction SMILES: [Br:1][c:2]1[c:3]([NH:9][CH2:10][CH2:11][CH2:12][O:13][c:14]2[c:15]([N+:20]([O-:21])=[O:22])[cH:16][cH:17][cH:18][cH:19]2)[n:4][c:5]([Cl:8])[n:6][cH:7]1.[CH2:25]1[O:26][CH2:27][CH2:28][CH2:29]1.[CH3:31][CH2:32][O:33][C:34](=[O:35])[CH3:36].[ClH:30].[Na+:24].[OH-:23]>>[Br:1][c:2]1[c:3]([NH:9][CH2:10][CH2:11][CH2:12][O:13][c:14]2[c:15]([NH2:20])[cH:16][cH:17][cH:18][cH:19]2)[n:4][c:5]([Cl:8])[n:6][cH:7]1. Starting materials: NC1=CC2=C(NC(CCC2(C)C)=O)C=C1 (7-Amino-5,5-dimethyl-1,3,4,5-tetrahydro-benzo[b]azepin-2-one), ClC1=NC=C(C(=N1)NC1=C(C=CC=C1S(=O)(=O)C(C)C)F)Cl ((2,5-Dichloro-pyrimidin-4-yl)-[2-fluoro-6-(propane-2-sulfonyl)-phenyl]-amine). The product is ClC=1C(=NC(=NC1)NC=1C=CC2=C(C(CCC(N2)=O)(C)C)C1)NC1=C(C=CC=C1S(=O)(=O)C(C)C)F (7-{5-Chloro-4-[2-fluoro-6-(propane-2-sulfonyl)-phenylamino]-pyrimidin-2-ylamino}-5,5-dimethyl-1,3,4,5-tetrahydro-1-benzazepin-2-one), solid. The yield is 48.0%. As a reaction SMILES: [NH2:1][C:2]1[CH:15]=[CH:14][C:5]2[NH:6][C:7](=[O:13])[CH2:8][CH2:9][C:10]([CH3:12])([CH3:11])[C:4]=2[CH:3]=1.Cl[C:17]1[N:22]=[C:21]([NH:23][C:24]2[C:29]([S:30]([CH:33]([CH3:35])[CH3:34])(=[O:32])=[O:31])=[CH:28][CH:27]=[CH:26][C:25]=2[F:36])[C:20]([Cl:37])=[CH:19][N:18]=1>>[Cl:37][C:20]1[C:21]([NH:23][C:24]2[C:29]([S:30]([CH:33]([CH3:34])[CH3:35])(=[O:32])=[O:31])=[CH:28][CH:27]=[CH:26][C:25]=2[F:36])=[N:22][C:17]([NH:1][C:2]2[CH:15]=[CH:14][C:5]3[NH:6][C:7](=[O:13])[CH2:8][CH2:9][C:10]([CH3:12])([CH3:11])[C:4]=3[CH:3]=2)=[N:18][CH:19]=1. Procedure details: Title compound was prepared from 7-Amino-5,5-dimethyl-1,3,4,5-tetrahydro-benzo[b]azepin-2-one and (2,5-Dichloro-pyrimidin-4-yl)-[2-fluoro-6-(propane-2-sulfonyl)-phenyl]-amine in an analogous manner to Example 1221d. Title compound isolated as an off-white solid (69 mg, 48%). LCMS 534.14 (M+H), HPLC purity 95%, 1H-NMR (CDCl3, 400 MHz) δ 10.96 (s, 1H), 9.11 (s, 1H), 8.06 (s, 1H), 7.86 (d, J=8.0 Hz, 1H), 7.66-7.62 (m, 1H), 7.54-7.49 (m, 2H), 7.26 (d, 2H), 6.69 (d, J=8.2 Hz, 1H), 4.08-4.00 (m, 1H), ... Product: COc1cccc(CCCCO)c1OC. RXN SMILES: [Br:8][CH2:9][CH2:10][CH2:11][OH:12].[CH2:2]([O:3][O:4][CH2:5][CH3:6])[CH3:7].[CH3:13][O:14][c:15]1[c:16]([CH:17]=[O:18])[cH:19][cH:20][cH:21][c:22]1[O:23][CH3:24].[Li:1]>>[CH2:9]([CH2:10][CH2:11][OH:12])[CH2:17][c:16]1[c:15]([O:14][CH3:13])[c:22]([O:23][CH3:24])[cH:21][cH:20][cH:19]1. Reactants: OCCCBr, CCOOCC, COc1cccc(C=O)c1OC, [Li]. Reactants: BrNC(C)=O (N-bromoacetamide), C(C)(C)[Si](OC1CC\C=C/C=2C1=NC=CC2)(C(C)C)C(C)C ((Z)-9-(triisopropylsilyloxy)-8,9-dihydro-7H-cyclohepta[b]pyridine), C(C)(=O)[O-].[Li+] (LITHIUM ACETATE). The solvent is CC(=O)O (AcOH). Conditions: time 8 hour. Product: C(C)(=O)OC1C(CCC(C2=NC=CC=C21)O[Si](C(C)C)(C(C)C)C(C)C)Br (6-Bromo-9-(triisopropylsilyloxy)-6,7,8,9-tetrahydro-5H-cyclohepta[b]pyridin-5-yl acetate). Reaction SMILES: [Br:1]NC(=O)C.[CH:6]([Si:9]([CH:25]([CH3:27])[CH3:26])([CH:22]([CH3:24])[CH3:23])[O:10][CH:11]1[C:17]2=[N:18][CH:19]=[CH:20][CH:21]=[C:16]2[CH:15]=[CH:14][CH2:13][CH2:12]1)([CH3:8])[CH3:7].[C:28]([O-:31])(=[O:30])[CH3:29].[Li+]>CC(O)=O>[C:28]([O:31][CH:15]1[C:16]2[C:17](=[N:18][CH:19]=[CH:20][CH:21]=2)[CH:11]([O:10][Si:9]([CH:6]([CH3:8])[CH3:7])([CH:22]([CH3:24])[CH3:23])[CH:25]([CH3:27])[CH3:26])[CH2:12][CH2:13][CH:14]1[Br:1])(=[O:30])[CH3:29] |f:2.3|. Procedure details: N-bromoacetamide (2.021 g, 14.65 mmol) was added to the AcOH (100 mL) suspension of (Z)-9-(triisopropylsilyloxy)-8,9-dihydro-7H-cyclohepta[b]pyridine (4.5597 g, 14.36 mmol) and LITHIUM ACETATE (3.79 g, 57.4 mmol) at rt under N2. The flask was wrapped with alumina foil and stirred at room temperature overnight. The reaction became a clear yellow solution. The solvent was evaporated via high vacuum. The crude was partitioned between water and ethyl acetate. Na2CO3 was added until no bubbling. The ...